From a dataset of the Open Reaction Database (ORD), a public repository of structured organic reaction records. describe an organic reaction: reactants, conditions, products, and yield Starting materials: Cl.COC([C@@H](NC([C@H](NC)CC1=CC=CC=C1)=O)CC1=CNC2=CC=CC=C12)=O (N-methyl-(D)-phenylalanyl-(L)-tryptophan methyl ester hydrochloride), CC1CC(CCC1)C(=O)O (3-methyl-1-cyclohexanecarboxylic acid), methyl ester. Product: CC1CC(CCC1)C(=O)N([C@H](CC1=CC=CC=C1)C(=O)N[C@@H](CC1=CNC2=CC=CC=C12)C(=O)O)C (N-(3-methyl-1-cyclohexylcarbonyl)-N-methyl-(D)-phenylalanyl-(L)-tryptophan). RXN SMILES: Cl.C[O:3][C:4](=[O:29])[C@H:5]([CH2:19][C:20]1[C:28]2[C:23](=[CH:24][CH:25]=[CH:26][CH:27]=2)[NH:22][CH:21]=1)[NH:6][C:7](=[O:18])[C@@H:8]([CH2:11][C:12]1[CH:17]=[CH:16][CH:15]=[CH:14][CH:13]=1)[NH:9][CH3:10].[CH3:30][CH:31]1[CH2:36][CH2:35][CH2:34][CH:33]([C:37](O)=[O:38])[CH2:32]1>>[CH3:30][CH:31]1[CH2:36][CH2:35][CH2:34][CH:33]([C:37]([N:9]([CH3:10])[C@@H:8]([C:7]([NH:6][C@H:5]([C:4]([OH:3])=[O:29])[CH2:19][C:20]2[C:28]3[C:23](=[CH:24][CH:25]=[CH:26][CH:27]=3)[NH:22][CH:21]=2)=[O:18])[CH2:11][C:12]2[CH:17]=[CH:16][CH:15]=[CH:14][CH:13]=2)=[O:38])[CH2:32]1 |f:0.1|. Reported procedure: Coupling of N-methyl-(D)-phenylalanyl-(L)-tryptophan methyl ester hydrochloride (see example 1) with 3-methyl-1-cyclohexanecarboxylic acid according to example 12 followed by hydrolysis of the methyl ester moiety according to example 1 gives N-(3-methyl-1-cyclohexylcarbonyl)-N-methyl-(D)-phenylalanyl-(L)-tryptophan; FAB-MS m/e 490 (M+H)+. Starting materials: O=C(n1ccnc1)n1ccnc1, C1CCOC1, NCCO, Cc1c(C)c2c(c(C)c1O)CCC(C)(C(=O)O)O2. Product: Cc1c(C)c2c(c(C)c1O)CCC(C)(C(=O)NCCO)O2. As a reaction SMILES: [C:19]([n:20]1[cH:21][cH:22][n:23][cH:24]1)([n:25]1[cH:26][cH:27][n:28][cH:29]1)=[O:30].[CH2:35]1[O:36][CH2:37][CH2:38][CH2:39]1.[NH2:31][CH2:32][CH2:33][OH:34].[OH:1][c:2]1[c:3]([CH3:18])[c:4]2[c:9]([c:10]([CH3:13])[c:11]1[CH3:12])[O:8][C:7]([C:14](=[O:15])[OH:16])([CH3:17])[CH2:6][CH2:5]2>>[OH:1][c:2]1[c:3]([CH3:18])[c:4]2[c:9]([c:10]([CH3:13])[c:11]1[CH3:12])[O:8][C:7]([C:14](=[O:16])[NH:31][CH2:32][CH2:33][OH:34])([CH3:17])[CH2:6][CH2:5]2. Reaction SMILES: [CH2:31]([O:32][CH2:33][CH3:34])[CH3:35].[CH3:1][O:2][C:3]([C:4]([c:5]1[cH:6][cH:7][c:8]([O:11][CH2:12][C:13]#[C:14][c:15]2[cH:16][cH:17][cH:18][cH:19][cH:20]2)[cH:9][cH:10]1)=[O:21])=[O:22].[CH3:25][CH2:26][CH2:27][CH2:28][CH2:29][CH3:30].[CH3:36][OH:37].[Na+:24].[OH-:23]>>[O:2]=[C:3]([C:4]([c:5]1[cH:6][cH:7][c:8]([O:11][CH2:12][C:13]#[C:14][c:15]2[cH:16][cH:17][cH:18][cH:19][cH:20]2)[cH:9][cH:10]1)=[O:21])[OH:22]. The reactants are CCOCC, COC(=O)C(=O)c1ccc(OCC#Cc2ccccc2)cc1, CCCCCC, CO, [Na+], [OH-]. Yields the product O=C(O)C(=O)c1ccc(OCC#Cc2ccccc2)cc1. Reactants: C1CCOC1, COC(=O)c1cc(C(C)=O)c(F)c(F)c1Nc1ccccc1Cl, CC(C)(C)[O-], CC(C)=NO, [K+]. Product: COC(=O)c1cc(C(C)=O)c(ON=C(C)C)c(F)c1Nc1ccccc1Cl. RXN SMILES: [CH2:35]1[O:36][CH2:37][CH2:38][CH2:39]1.[CH3:12][O:13][C:14]([c:15]1[c:16]([NH:26][c:27]2[c:28]([Cl:33])[cH:29][cH:30][cH:31][cH:32]2)[c:17]([F:25])[c:18]([F:24])[c:19]([C:21]([CH3:22])=[O:23])[cH:20]1)=[O:34].[CH3:1][C:2]([CH3:3])([O-:4])[CH3:5].[CH3:7][C:8]([CH3:9])=[N:10][OH:11].[K+:6]>>[CH3:7][C:8]([CH3:9])=[N:10][O:11][c:18]1[c:17]([F:25])[c:16]([NH:26][c:27]2[c:28]([Cl:33])[cH:29][cH:30][cH:31][cH:32]2)[c:15]([C:14]([O:13][CH3:12])=[O:34])[cH:20][c:19]1[C:21]([CH3:22])=[O:23].